Task: describe an organic reaction: reactants, conditions, products, and yield. Dataset: the Open Reaction Database (ORD), a public repository of structured organic reaction records Starting materials: C1CCOC1, CCOC(=O)CNC(=O)c1cccs1, CO, [Li+], [OH-], O, O. Yields the product O=C(O)CNC(=O)c1cccs1. As a reaction SMILES: [CH2:18]1[O:19][CH2:20][CH2:21][CH2:22]1.[CH2:4]([CH3:5])[O:6][C:7]([CH2:8][NH:9][C:10](=[O:11])[c:12]1[s:13][cH:14][cH:15][cH:16]1)=[O:17].[CH3:24][OH:25].[Li+:2].[OH-:1].[OH2:23].[OH2:3]>>[O:6]=[C:7]([CH2:8][NH:9][C:10](=[O:11])[c:12]1[s:13][cH:14][cH:15][cH:16]1)[OH:17].